This data is from the Open Reaction Database (ORD), a public repository of structured organic reaction records. The task is: describe an organic reaction: reactants, conditions, products, and yield Starting materials: O (water), Cl (hydrochloric acid), FC1=CC=C(C=C1)C1=CC=C(C=C1)C(CCC(=O)O)=O (4-(4'-fluoro-4-biphenylyl)-4-oxo-butyric acid), Cl (hydrochloric acid). Reagents/catalysts: [Zn] (zinc). Solvent: C1(=CC=CC=C1)C (toluene). Yields the product FC1=CC=C(C=C1)C1=CC=C(C=C1)CCCC(=O)O (4-(4'-fluoro-4-biphenylyl)-butyric acid). Isolated yield 79.1%. Reaction SMILES: O.Cl.[F:3][C:4]1[CH:9]=[CH:8][C:7]([C:10]2[CH:15]=[CH:14][C:13]([C:16](=O)[CH2:17][CH2:18][C:19]([OH:21])=[O:20])=[CH:12][CH:11]=2)=[CH:6][CH:5]=1>[Zn].C1(C)C=CC=CC=1>[F:3][C:4]1[CH:5]=[CH:6][C:7]([C:10]2[CH:15]=[CH:14][C:13]([CH2:16][CH2:17][CH2:18][C:19]([OH:21])=[O:20])=[CH:12][CH:11]=2)=[CH:8][CH:9]=1. Procedure: 15 ml of water, 35 ml of concentrated hydrochloric acid, 50 ml of toluene and 10 gm of 4-(4'-fluoro-4-biphenylyl)-4-oxo-butyric acid were added to 20 gm of amalgamated zinc (Org. Synthesis, Coll. Vol. III, 786), and the mixture was refluxed for 6 hours while stirring, another 10 ml of concentrated hydrochloric acid being added after 3 hours. Subsequently, the mixture was vacuum-filtered to remove the unreacted zinc, and the filtrate was extracted with ether. The residue remaining after evaporati... Starting materials: [H][H] (hydrogen), C(C)C1=C2N=CN(C2=NC(=N1)C(F)(F)F)C1=CC=C(C=C1)OCC1=CC=CC=C1 (6-ethyl-9-(4-benzyloxyphenyl)-2-trifluoromethylpurine), CO (methanol). The reagents and catalysts are [Pd] (palladium). Run in C(C)(=O)O (acetic acid). Reaction conditions: time 5 hour. Yields the product C(C)C1=C2N=CN(C2=NC(=N1)C(F)(F)F)C1=CC=C(C=C1)O (6-ethyl-9-(4-hydroxyphenyl)-2-trifluoromethylpurine). Isolated yield 68.1%. Reaction SMILES: [CH2:1]([C:3]1[N:11]=[C:10]([C:12]([F:15])([F:14])[F:13])[N:9]=[C:8]2[C:4]=1[N:5]=[CH:6][N:7]2[C:16]1[CH:21]=[CH:20][C:19]([O:22]CC2C=CC=CC=2)=[CH:18][CH:17]=1)[CH3:2].CO.[H][H]>[Pd].C(O)(=O)C>[CH2:1]([C:3]1[N:11]=[C:10]([C:12]([F:15])([F:14])[F:13])[N:9]=[C:8]2[C:4]=1[N:5]=[CH:6][N:7]2[C:16]1[CH:17]=[CH:18][C:19]([OH:22])=[CH:20][CH:21]=1)[CH3:2]. Procedure details: A mixture of 6-ethyl-9-(4-benzyloxyphenyl)-2-trifluoromethylpurine (0.1 mmol), palladium on active carbon (0.001 mol, methanol (50 mL) and acetic acid (3 mL) was shaken under 30 psi hydrogen. After 5 hours, the reaction mixture was filtered through celite and the filtrate was concentrated under vacuum. The resulting residue was dissolved in 30 mL of ethyl acetate and washed with 5% aqueous sodium bicarbonate (1×30 mL). Concentration and Chromatography (5% methanol in dichloromethane) gave 6-ethy... The reactants are N1(CCCCC1)C(CCN1N=C(C2=CC(=CC=C12)Cl)NCCCN(CC)CC)C (1-(3-piperidinobutyl)-3-(3-diethylaminopropylamino)-5-chloroindazole), Cl (hydrogen chloride), C(C)OCC (diethyl ether). The solvent is C(C)O (ethyl alcohol). The product is Cl.Cl.N1(CCCCC1)C(CCN1N=C(C2=CC(=CC=C12)Cl)NCCCN(CC)CC)C (1-(3-piperidinobutyl)-3-(3-diethylaminopropylamino)-5-chloroindazole dihydrochloride). Reaction SMILES: [N:1]1([CH:7]([CH3:29])[CH2:8][CH2:9][N:10]2[C:18]3[C:13](=[CH:14][C:15]([Cl:19])=[CH:16][CH:17]=3)[C:12]([NH:20][CH2:21][CH2:22][CH2:23][N:24]([CH2:27][CH3:28])[CH2:25][CH3:26])=[N:11]2)[CH2:6][CH2:5][CH2:4][CH2:3][CH2:2]1.[ClH:30].C(OCC)C>C(O)C>[ClH:19].[ClH:30].[N:1]1([CH:7]([CH3:29])[CH2:8][CH2:9][N:10]2[C:18]3[C:13](=[CH:14][C:15]([Cl:19])=[CH:16][CH:17]=3)[C:12]([NH:20][CH2:21][CH2:22][CH2:23][N:24]([CH2:27][CH3:28])[CH2:25][CH3:26])=[N:11]2)[CH2:6][CH2:5][CH2:4][CH2:3][CH2:2]1 |f:4.5.6|. Procedure details: In 50 ml of absolute ethyl alcohol was dissolved 3.2 g of the 1-(3-piperidinobutyl)-3-(3-diethylaminopropylamino)-5-chloroindazole, and into the solution was introduced dried hydrogen chloride under cooling with ice. Then to the solution was added anhydrous diethyl ether to separate crystals. The crystals were obtained by filtration and dried to give 1-(3-piperidinobutyl)-3-(3-diethylaminopropylamino)-5-chloroindazole dihydrochloride having the following analytical value. Starting materials: CCOC(=O)c1ccc(N)cc1, CCO, O=Cc1cc(F)cc(F)c1. Product: CCOC(=O)c1ccc(N=Cc2cc(F)cc(F)c2)cc1. RXN SMILES: [CH2:1]([CH3:2])[O:3][C:4]([c:5]1[cH:6][cH:7][c:8]([NH2:11])[cH:9][cH:10]1)=[O:12].[CH3:23][CH2:24][OH:25].[F:13][c:14]1[cH:15][c:16]([CH:17]=[O:18])[cH:19][c:20]([F:22])[cH:21]1>>[CH2:1]([CH3:2])[O:3][C:4]([c:5]1[cH:6][cH:7][c:8]([N:11]=[CH:17][c:16]2[cH:15][c:14]([F:13])[cH:21][c:20]([F:22])[cH:19]2)[cH:9][cH:10]1)=[O:12]. Reactants: CCCCn1ccc(O)cc1=O, O=c1cc(O)ccn1CC1CC1, O=C1CCC(=O)N1Cl, CN(C)C=O. The product is CCCCn1ccc(O)c(Cl)c1=O. As a reaction SMILES: [CH2:9]([CH2:10][CH2:11][CH3:12])[n:13]1[c:14](=[O:20])[cH:15][c:16]([OH:19])[cH:17][cH:18]1.[CH:21]1([CH2:22][n:23]2[cH:24][cH:25][c:26]([OH:27])[cH:28][c:29]2=[O:30])[CH2:31][CH2:32]1.[Cl:1][N:2]1[C:3](=[O:4])[CH2:5][CH2:6][C:7]1=[O:8].[O:33]=[CH:34][N:35]([CH3:36])[CH3:37]>>[Cl:1][c:15]1[c:14](=[O:20])[n:13]([CH2:9][CH2:10][CH2:11][CH3:12])[cH:18][cH:17][c:16]1[OH:19]. Reactants: CCCCCC(N)=O, O=C1CCCCC1C1=CCCCC1, Cc1ccccc1, O. Yields the product CCCCCC(=O)NC1=C(C2=CCCCC2)CCCC1. As a reaction SMILES: [C:14]([CH2:15][CH2:16][CH2:17][CH2:18][CH3:19])(=[O:20])[NH2:21].[C:1]1([CH:7]2[C:8](=[O:13])[CH2:9][CH2:10][CH2:11][CH2:12]2)=[CH:2][CH2:3][CH2:4][CH2:5][CH2:6]1.[CH3:22][c:23]1[cH:24][cH:25][cH:26][cH:27][cH:28]1.[OH2:29]>>[C:1]1([C:7]2=[C:8]([NH:21][C:14]([CH2:15][CH2:16][CH2:17][CH2:18][CH3:19])=[O:20])[CH2:9][CH2:10][CH2:11][CH2:12]2)=[CH:2][CH2:3][CH2:4][CH2:5][CH2:6]1. Starting materials: CC1=C(C(=CC=C1)C)O (2,6-dimethylphenol), CC(C)(C=C)O (2-methyl-3-buten-2-ol). The solvent is P(O)(O)(O)=O (phosphoric acid). Conditions: time 1 hour. Product: CC1=C(C(=CC(=C1)CC=C(C)C)C)O (2,6-dimethyl-4-(3-methyl-2-butenyl)phenol). Isolated yield 48.3%. RXN SMILES: [CH3:1][C:2]1[CH:7]=[CH:6][CH:5]=[C:4]([CH3:8])[C:3]=1[OH:9].[CH3:10][C:11](O)([CH:13]=[CH2:14])[CH3:12]>P(=O)(O)(O)O>[CH3:1][C:2]1[CH:7]=[C:6]([CH2:14][CH:13]=[C:11]([CH3:12])[CH3:10])[CH:5]=[C:4]([CH3:8])[C:3]=1[OH:9]. Reported procedure: To a mixture of 2,6-dimethylphenol (122 g, 1 mol) and 85% phosphoric acid (60 mL) was added 2-methyl-3-buten-2-ol (103 g, 1.2 mol) with efficient stirring at 35°-43° C. during 1 h. After stirring for an additional 3.5 h at 25° C., the mixture was quenched into ice and extracted with hexane. The combined hexane extracts were washed successively with 1 N sodium hydroxide (100 mL), 5% sodium bicarbonate (300 mL) and brine (200 mL). The organic layer was dried, the solvent evaporated, and the residu...